This data is from the Open Reaction Database (ORD), a public repository of structured organic reaction records. The task is: describe an organic reaction: reactants, conditions, products, and yield Reactants: N1(N=CC=C1)C1(CCC1)C(=O)OCC (ethyl 1-(1H-pyrazol-1-yl)cyclobutanecarboxylate), O1CCCC1 (tetrahydrofuran), [OH-].[Na+] (sodium hydroxide). Solvent: O (water). Conditions: time 18 hour. Yields the product N1(N=CC=C1)C1(CCC1)C(=O)O (1-(1H-Pyrazol-1-yl)cyclobutanecarboxylic acid). Isolated yield 18.5%. Reaction SMILES: [N:1]1([C:6]2([C:10]([O:12]CC)=[O:11])[CH2:9][CH2:8][CH2:7]2)[CH:5]=[CH:4][CH:3]=[N:2]1.O1CCCC1.[OH-].[Na+]>O>[N:1]1([C:6]2([C:10]([OH:12])=[O:11])[CH2:7][CH2:8][CH2:9]2)[CH:5]=[CH:4][CH:3]=[N:2]1 |f:2.3|. Procedure: To ethyl 1-(1H-pyrazol-1-yl)cyclobutanecarboxylate (688 mg, 3.54 mmol) were added tetrahydrofuran (8 mL) and water (0.9 mL). Aqueous sodium hydroxide (1N, 4 mL, 4 mmol) was added to the mixture. The reaction mixture was stirred at room temperature for 18 h. The solvent was removed under reduced pressure and to the residue was added aqueous hydrochloric acid (1N, 1 mL). The mixture was extracted with dichloromethane (3×). The combined organics were dried over magnesium sulfate, filtered and conce... Starting materials: NC1=NC(=C(C(=N1)C=1OC=CC1)C#N)S(=O)(=O)C (2-amino-4-furan-2-yl-6-methanesulfonyl-pyrimidine-5-carbonitrile), C(CCC)S (butylmercaptan), C1CCC2=NCCCN2CC1 (DBU). The solvent is COCCOC (DME). Yields the product NC1=NC(=C(C(=N1)SCCCC)C#N)C=1OC=CC1 (2-Amino-4-butylsulfanyl-6-furan-2-yl-pyrimidine-5-carbonitrile). As a reaction SMILES: [NH2:1][C:2]1[N:7]=[C:6]([C:8]2[O:9][CH:10]=[CH:11][CH:12]=2)[C:5]([C:13]#[N:14])=[C:4]([S:15]([CH3:18])(=O)=O)[N:3]=1.[CH2:19](S)[CH2:20][CH2:21]C.C1CCN2C(=NCCC2)CC1>COCCOC>[NH2:1][C:2]1[N:3]=[C:4]([S:15][CH2:18][CH2:19][CH2:20][CH3:21])[C:5]([C:13]#[N:14])=[C:6]([C:8]2[O:9][CH:10]=[CH:11][CH:12]=2)[N:7]=1. Procedure: From 2-amino-4-furan-2-yl-6-methanesulfonyl-pyrimidine-5-carbonitrile, butylmercaptan and DBU in DME. ES-MS m/e (%): 275 (M+H+, 100). Reactants: CC(C)S (2-Propanethiol), [Na] (sodium), CO (methanol), [Na] (Sodium), Br[C@@H](C(=O)O)CO ((R)-2-bromo-3-hydroxypropanoic acid), CO (methanol), CO (methanol), suspension. Solvent: C[O-].[Na+] (sodium methoxide). Conditions: time 2 hour. The product is O[C@H](C(=O)O)CSC(C)C ((R)-2-Hydroxy-3-((1-methylethyl)thio)propanoic acid). Reaction SMILES: [Na].Br[C@H:3]([CH2:7]O)[C:4]([OH:6])=[O:5].[CH3:9][CH:10]([SH:12])[CH3:11].C[OH:14]>C[O-].[Na+]>[OH:14][C@@H:3]([CH2:7][S:12][CH:10]([CH3:11])[CH3:9])[C:4]([OH:6])=[O:5] |f:4.5,^1:0|. Procedure details: Sodium (7.09 g, 308 mmol) in methanol (100 ml) was added over 35 min to a stirred solution of (R)-2-bromo-3-hydroxypropanoic acid (25.5 g, 151 mmol) in methanol (200 ml) at -25°. The temperature was allowed to reach 10° and the mixture stirred for a further 2 h. 2-Propanethiol (11.4 ml, 240 mmol) in sodium methoxide solution, prepared from sodium (5.68 g, 247 mmol) and methanol (100 ml) was added to this suspension (240 ml, 120 mmol) at -5°. After 16 h at room temperature the solvent was evapora... As a reaction SMILES: [Br:1][CH2:2][c:3]1[cH:4][cH:5][cH:6][c:7]2[n:8][s:9][n:10][c:11]12.[C:12]([CH3:13])([CH3:14])([CH3:15])[O:16][C:17](=[O:18])[N:19]1[CH2:20][CH2:21][CH:22]([NH:25][CH2:26][CH:27]([CH3:28])[CH3:29])[CH2:23][CH2:24]1.[C:30](=[O:31])([O-:32])[O-:33].[C:38](=[O:39])([OH:40])[O-:41].[CH3:43][N:44]([CH3:45])[CH:46]=[O:47].[I-:37].[K+:34].[K+:35].[Na+:36].[Na+:42]>>[CH2:2]([c:3]1[cH:4][cH:5][cH:6][c:7]2[n:8][s:9][n:10][c:11]12)[N:25]([CH:22]1[CH2:21][CH2:20][N:19]([C:17]([O:16][C:12]([CH3:13])([CH3:14])[CH3:15])=[O:18])[CH2:24][CH2:23]1)[CH2:26][CH:27]([CH3:28])[CH3:29]. Starting materials: BrCc1cccc2nsnc12, CC(C)CNC1CCN(C(=O)OC(C)(C)C)CC1, O=C([O-])[O-], O=C([O-])O, CN(C)C=O, [I-], [K+], [K+], [Na+], [Na+]. Product: CC(C)CN(Cc1cccc2nsnc12)C1CCN(C(=O)OC(C)(C)C)CC1. The reactants are COC(=O)C1=NC=C(C=C1)OCC(F)(F)F (5-(2,2,2-trifluoro-ethoxy)-pyridine-2-carboxylic acid methyl ester), O.[OH-].[Li+] (lithium hydroxide monohydrate). The solvent is CO (methanol), CO (methanol). Conditions: time 2 hour. The product is FC(COC=1C=CC(=NC1)C(=O)O)(F)F (5-(2,2,2-trifluoro-ethoxy)-pyridine-2-carboxylic acid). Reaction SMILES: C[O:2][C:3]([C:5]1[CH:10]=[CH:9][C:8]([O:11][CH2:12][C:13]([F:16])([F:15])[F:14])=[CH:7][N:6]=1)=[O:4].O.[OH-].[Li+]>CO>[F:16][C:13]([F:14])([F:15])[CH2:12][O:11][C:8]1[CH:9]=[CH:10][C:5]([C:3]([OH:4])=[O:2])=[N:6][CH:7]=1 |f:1.2.3|. Procedure details: Under an atmosphere of nitrogen a solution of 5-(2,2,2-trifluoro-ethoxy)-pyridine-2-carboxylic acid methyl ester (216 mg, 0.92 mmol) in methanol (1 ml) was treated with a solution of lithium hydroxide monohydrate (78 mg, 1.84 mmol) in methanol (0.1 ml). After stirring for 2 hours the reaction mixture was evaporated at reduced pressure. The residue was treated with hydrochloric acid (1N), the solid material was filtered then washed with water, finally dried at high vacuum. The 5-(2,2,2-trifluoro-...